This data is from the Open Reaction Database (ORD), a public repository of structured organic reaction records. The task is: describe an organic reaction: reactants, conditions, products, and yield Starting materials: O=S1(CCN(CC2=C1C=CC=C2)C2=NC1=CC=C(C=C1C(=C2)NCCC(=O)O)C)=O (N-[2-(1,1-dioxido-2,3-dihydro-1,4-benzothiazepin-4(5H)-yl)-6-methylquinolin-4-yl]-beta-alanine), CO (methanol), S(=O)(Cl)Cl (thionyl chloride). Conditions: time 20 minute. The product is O=S1(CCN(CC2=C1C=CC=C2)C2=NC1=CC=C(C=C1C(=C2)NCCC(=O)OC)C)=O (Methyl N-[2-(1,1-dioxido-2,3-dihydro-1,4-benzothiazepin-4(5H)-yl)-6-methylquinolin-4-yl]-beta-alaninate). As a reaction SMILES: [O:1]=[S:2]1(=[O:30])[C:8]2[CH:9]=[CH:10][CH:11]=[CH:12][C:7]=2[CH2:6][N:5]([C:13]2[CH:22]=[C:21]([NH:23][CH2:24][CH2:25][C:26]([OH:28])=[O:27])[C:20]3[C:15](=[CH:16][CH:17]=[C:18]([CH3:29])[CH:19]=3)[N:14]=2)[CH2:4][CH2:3]1.S(Cl)(Cl)=O.[CH3:35]O>>[O:30]=[S:2]1(=[O:1])[C:8]2[CH:9]=[CH:10][CH:11]=[CH:12][C:7]=2[CH2:6][N:5]([C:13]2[CH:22]=[C:21]([NH:23][CH2:24][CH2:25][C:26]([O:28][CH3:35])=[O:27])[C:20]3[C:15](=[CH:16][CH:17]=[C:18]([CH3:29])[CH:19]=3)[N:14]=2)[CH2:4][CH2:3]1. Procedure details: To a solution of N-[2-(1,1-dioxido-2,3-dihydro-1,4-benzothiazepin-4(5H)-yl)-6-methylquinolin-4-yl]-beta-alanine (85 mg, 0.2 mmol, prepared in analogy to the one in Example 14-2) in methanol (10 mL) at 0° C. was added thionyl chloride (1.5 mL) carefully. The mixture was stirred at room temperature for 20 minutes, and then refluxed at 80° C. for 2 hours. After being cooled to room temperature, the mixture was concentrated in vacuo. The residue was dissolved in dichloromethane, washed with a satura... Reactants: OCCC[C@@]1(CCN(C(O1)=O)[C@@H](C)C1=CC=C(C=C1)C=C)C1=CC=CC=C1 ((R)-6-(3-hydroxypropyl)-6-phenyl-3-((S)-1-(4-vinylphenyl)ethyl)-1,3-oxazinan-2-one), N1C=NC=C1 (imidazole), CC(C)(C)[Si](C)(C)Cl (TBSCl). The solvent is C(Cl)Cl (CH2Cl2), C(Cl)Cl (CH2Cl2). Run at time 8 hour. Yields the product [Si](C)(C)(C(C)(C)C)OCCC[C@@]1(CCN(C(O1)=O)[C@@H](C)C1=CC=C(C=C1)C=C)C1=CC=CC=C1 ((R)-6-(3-(tert-butyldimethylsilyloxy)propyl)-6-phenyl-3-((S)-1-(4-vinylphenyl)ethyl)-1,3-oxazinan-2-one). Isolated yield 60.9%. Reaction SMILES: [OH:1][CH2:2][CH2:3][CH2:4][C@@:5]1([C:22]2[CH:27]=[CH:26][CH:25]=[CH:24][CH:23]=2)[O:10][C:9](=[O:11])[N:8]([C@H:12]([C:14]2[CH:19]=[CH:18][C:17]([CH:20]=[CH2:21])=[CH:16][CH:15]=2)[CH3:13])[CH2:7][CH2:6]1.N1C=CN=C1.[CH3:33][C:34]([Si:37](Cl)([CH3:39])[CH3:38])([CH3:36])[CH3:35]>C(Cl)Cl>[Si:37]([O:1][CH2:2][CH2:3][CH2:4][C@@:5]1([C:22]2[CH:27]=[CH:26][CH:25]=[CH:24][CH:23]=2)[O:10][C:9](=[O:11])[N:8]([C@H:12]([C:14]2[CH:15]=[CH:16][C:17]([CH:20]=[CH2:21])=[CH:18][CH:19]=2)[CH3:13])[CH2:7][CH2:6]1)([C:34]([CH3:36])([CH3:35])[CH3:33])([CH3:39])[CH3:38]. Procedure details: To a solution of (R)-6-(3-hydroxypropyl)-6-phenyl-3-((S)-1-(4-vinylphenyl)ethyl)-1,3-oxazinan-2-one (50 mg, 0.137 mmol) and imidazole (11.2 mg 0.165 mmol) in CH2Cl2 (10 mL) was added a solution of TBSCl (24.6 mg, 0.164 mmol) in CH2Cl2 (15 mL) dropwise at 0° C. The mixture was stirred overnight at rt. The mixture was filtered, and the solvent was evaporated to give (R)-6-(3-(tert-butyldimethylsilyloxy)propyl)-6-phenyl-3-((S)-1-(4-vinylphenyl)ethyl)-1,3-oxazinan-2-one (40 mg, 60%). 1H NMR (CDCl3):... Starting materials: CO, CN(C)C=O, CC(=NN)c1csc(-c2ccc(Cl)c(Cl)c2)c1O, S=C=Nc1ccc2c(c1)OCCO2, O. Yields the product CC(=NNC(=S)Nc1ccc2c(c1)OCCO2)c1csc(-c2ccc(Cl)c(Cl)c2)c1O. As a reaction SMILES: [CH3:32][OH:33].[CH3:35][N:36]([CH3:37])[CH:38]=[O:39].[Cl:1][c:2]1[cH:3][c:4](-[c:9]2[s:10][cH:11][c:12]([C:15]([CH3:16])=[N:17][NH2:18])[c:13]2[OH:14])[cH:5][cH:6][c:7]1[Cl:8].[N:19](=[C:20]=[S:21])[c:22]1[cH:23][c:24]2[c:25]([cH:30][cH:31]1)[O:26][CH2:27][CH2:28][O:29]2.[OH2:34]>>[Cl:1][c:2]1[cH:3][c:4](-[c:9]2[s:10][cH:11][c:12]([C:15]([CH3:16])=[N:17][NH:18][C:20]([NH:19][c:22]3[cH:23][c:24]4[c:25]([cH:30][cH:31]3)[O:26][CH2:27][CH2:28][O:29]4)=[S:21])[c:13]2[OH:14])[cH:5][cH:6][c:7]1[Cl:8]. Starting materials: C1(CC1)CNC(=O)C=1NC=C(C1)C(=O)C=1C(=NOC1C)C1=CC=C(C=C1)F (4-(5-methyl-3-(4-fluorophenyl)-isoxazole-4-carbonyl)-1H-pyrrole-2-carboxylic acid (cyclopropylmethyl)-amide), FC=1C=C(C=CC1F)C1=NOC(=C1C(=O)C=1C=C(NC1)C(C(Cl)(Cl)Cl)=O)C (4-[3-(3,4-difluoro-phenyl)-5-methyl-isoxazole-4-carbonyl]-2-trichloroacetyl-1H-pyrrole), FC=1C=C(C=CC1F)C1=NOC(=C1C(=O)C=1C=C(NC1)C(C(Cl)(Cl)Cl)=O)C (4-[3-(3,4-difluoro-phenyl)-5-methyl-isoxazole-4-carbonyl]-2-trichloroacetyl-1H-pyrrole), C1(CC1)CN (cyclopropylmethylamine). Yields the product C1(CC1)CNC(=O)C=1NC=C(C1)C(=O)C=1C(=NOC1C)C1=CC(=C(C=C1)F)F (4-[3-(3,4-Difluoro-phenyl)-5-methyl-isoxazole-4-carbonyl]-1H-pyrrole-2-carboxylic acid cyclopropylmethyl-amide). RXN SMILES: [CH:1]1([CH2:4][NH:5][C:6]([C:8]2[NH:9][CH:10]=[C:11]([C:13]([C:15]3[C:16]([C:21]4[CH:26]=[CH:25][C:24]([F:27])=[CH:23][CH:22]=4)=[N:17][O:18][C:19]=3[CH3:20])=[O:14])[CH:12]=2)=[O:7])[CH2:3][CH2:2]1.[F:28]C1C=C(C2C(C(C3C=C(C(=O)C(Cl)(Cl)Cl)NC=3)=O)=C(C)ON=2)C=CC=1F.C1(CN)CC1>>[CH:1]1([CH2:4][NH:5][C:6]([C:8]2[NH:9][CH:10]=[C:11]([C:13]([C:15]3[C:16]([C:21]4[CH:22]=[CH:23][C:24]([F:27])=[C:25]([F:28])[CH:26]=4)=[N:17][O:18][C:19]=3[CH3:20])=[O:14])[CH:12]=2)=[O:7])[CH2:3][CH2:2]1. Procedure details: According to the procedure described for the synthesis of 4-(5-methyl-3-(4-fluorophenyl)-isoxazole-4-carbonyl)-1H-pyrrole-2-carboxylic acid (cyclopropylmethyl)-amide (example 229, step 2), the title compound has been synthesized from 4-[3-(3,4-difluoro-phenyl)-5-methyl-isoxazole-4-carbonyl]-2-trichloroacetyl-1H-pyrrole (intermediate 19) and cyclopropylmethylamine (commercially available) in 35.8 yield. (m/e): 386.1 (MH+; 100%).